Task: describe an organic reaction: reactants, conditions, products, and yield. Dataset: the Open Reaction Database (ORD), a public repository of structured organic reaction records Reactants: ClC1=CC(=C(C=C1)/C=C/C(=O)C=1C=CC(N(C1)C)=O)C (5-[(E)-3-(4-Chloro-2-methyl-phenyl)-acryloyl]-1-methyl-1H-pyridin-2-one), OCC1=CC=C(C=C1)B(O)O (4-(hydroxymethyl)phenyl-boronic acid), C(O)([O-])=O.[Na+] (sodium hydrogencarbonate). The reagents and catalysts are C1/C=C\CC/C=C\C1.C1/C=C\CC/C=C\C1.[Cl-].[Cl-].[Rh].[Rh] (chloro(1,5-cyclooctadiene)rhodium(I) dimer). Solvent: O1CCOCC1 (1,4-dioxane), O (water). Yields the product ClC1=CC(=C(C=C1)C(CC(=O)C=1C=CC(N(C1)C)=O)C1=CC=C(C=C1)CO)C (5-(3-(4-chloro-2-methylphenyl)-3-(4-(hydroxymethyl)phenyl)propanoyl)-1-methylpyridin-2(1H)-one). RXN SMILES: [Cl:1][C:2]1[CH:7]=[CH:6][C:5](/[CH:8]=[CH:9]/[C:10]([C:12]2[CH:13]=[CH:14][C:15](=[O:19])[N:16]([CH3:18])[CH:17]=2)=[O:11])=[C:4]([CH3:20])[CH:3]=1.[OH:21][CH2:22][C:23]1[CH:28]=[CH:27][C:26](B(O)O)=[CH:25][CH:24]=1.C(=O)([O-])O.[Na+]>O1CCOCC1.O.C1CC=CCCC=C1.C1CC=CCCC=C1.[Cl-].[Cl-].[Rh].[Rh]>[Cl:1][C:2]1[CH:7]=[CH:6][C:5]([CH:8]([C:26]2[CH:27]=[CH:28][C:23]([CH2:22][OH:21])=[CH:24][CH:25]=2)[CH2:9][C:10]([C:12]2[CH:13]=[CH:14][C:15](=[O:19])[N:16]([CH3:18])[CH:17]=2)=[O:11])=[C:4]([CH3:20])[CH:3]=1 |f:2.3,6.7.8.9.10.11|. Procedure details: In analogy to example 203, step 1, 5-[(E)-3-(4-chloro-2-methyl-phenyl)-acryloyl]-1-methyl-1H-pyridin-2-one (example 323, step 3) was reacted with 4-(hydroxymethyl)phenyl-boronic acid in the presence of chloro(1,5-cyclooctadiene)rhodium(I) dimer and sodium hydrogencarbonate in 1,4-dioxane and water at 60° C. to give the title compound as a yellow foam, MS (ESI+): m/z=396.1 [M+H]+. Reactants: FC1=CC2=C(C(=NO2)C2CCN(CC2)CCC2=C(SC=3CNCCC32)C)C=C1 (3-(2-(4-(6-fluoro-1,2-benzisoxazol-3-yl)piperidin-1-yl)ethyl)-4,5,6,7-tetrahydro-2-methylthieno[2,3-c]pyridine), O (water), C(C1=CC=CC=C1)(=O)Cl (benzoyl chloride). Run in C(C)N(CC)CC (triethylamine), C(Cl)(Cl)Cl (chloroform). Product: C(C1=CC=CC=C1)(=O)N1CC2=C(CC1)C(=C(S2)C)CCN2CCC(CC2)C2=NOC1=C2C=CC(=C1)F (6-benzoyl-3-(2-(4-(6-fluoro-1,2-benzisoxazol-3-yl)piperidin-1-yl)ethyl)-4,5,6,7-tetrahydro-2-methylthieno[2,3-c]pyridine). Yield: 63.5%. RXN SMILES: [F:1][C:2]1[CH:28]=[CH:27][C:5]2[C:6]([CH:9]3[CH2:14][CH2:13][N:12]([CH2:15][CH2:16][C:17]4[C:25]5[CH2:24][CH2:23][NH:22][CH2:21][C:20]=5[S:19][C:18]=4[CH3:26])[CH2:11][CH2:10]3)=[N:7][O:8][C:4]=2[CH:3]=1.[C:29](Cl)(=[O:36])[C:30]1[CH:35]=[CH:34][CH:33]=[CH:32][CH:31]=1.O>C(N(CC)CC)C.C(Cl)(Cl)Cl>[C:29]([N:22]1[CH2:23][CH2:24][C:25]2[C:17]([CH2:16][CH2:15][N:12]3[CH2:13][CH2:14][CH:9]([C:6]4[C:5]5[CH:27]=[CH:28][C:2]([F:1])=[CH:3][C:4]=5[O:8][N:7]=4)[CH2:10][CH2:11]3)=[C:18]([CH3:26])[S:19][C:20]=2[CH2:21]1)(=[O:36])[C:30]1[CH:35]=[CH:34][CH:33]=[CH:32][CH:31]=1. Reported procedure: To a mixture of 0.5 g of 3-(2-(4-(6-fluoro-1,2-benzisoxazol-3-yl)piperidin-1-yl)ethyl)-4,5,6,7-tetrahydro-2-methylthieno[2,3-c]pyridine in 0.5 ml of triethylamine and 10 ml of chloroform was added 0.18 g of benzoyl chloride under cooling and the mixture was stirred for an hour, and then poured into water. The organic layer was washed with water, dried and concentrated. The residue was purified by column chromatography to give 0.4 g of 6-benzoyl-3-(2-(4-(6-fluoro-1,2-benzisoxazol-3-yl)piperidin-1... The reactants are CCOC(=O)C(c1ccc(Cl)cc1)n1c(=O)c2ccccc2n(Cc2nsc3cc(C)cc(C)c23)c1=O, C1COCCO1, [Li+], [OH-], O. Yields the product Cc1cc(C)c2c(Cn3c(=O)n(C(C(=O)O)c4ccc(Cl)cc4)c(=O)c4ccccc43)nsc2c1. RXN SMILES: [CH2:1]([CH3:2])[O:3][C:4]([CH:5]([n:6]1[c:7](=[O:29])[n:8]([CH2:17][c:18]2[n:19][s:20][c:21]3[c:22]2[c:23]([CH3:28])[cH:24][c:25]([CH3:27])[cH:26]3)[c:9]2[cH:10][cH:11][cH:12][cH:13][c:14]2[c:15]1=[O:16])[c:30]1[cH:31][cH:32][c:33]([Cl:36])[cH:34][cH:35]1)=[O:37].[CH2:40]1[O:41][CH2:42][CH2:43][O:44][CH2:45]1.[Li+:39].[OH-:38].[OH2:46]>>[O:3]=[C:4]([CH:5]([n:6]1[c:7](=[O:29])[n:8]([CH2:17][c:18]2[n:19][s:20][c:21]3[c:22]2[c:23]([CH3:28])[cH:24][c:25]([CH3:27])[cH:26]3)[c:9]2[cH:10][cH:11][cH:12][cH:13][c:14]2[c:15]1=[O:16])[c:30]1[cH:31][cH:32][c:33]([Cl:36])[cH:34][cH:35]1)[OH:37]. Starting materials: [C]=O (Carbon monoxide), NC1=CC=CC=C1 (aniline), S1(=O)(=O)CCCC1 (sulfolane), C(C)O (ethanol). Reagents/catalysts: [Cu](I)I (copper iodide). Run at time 2 hour. The product is C(C)N(C(O)=O)C1=CC=CC=C1.NC(=O)OCC (urethane (ethyl N-phenylcarbamate)). As a reaction SMILES: [NH2:1][C:2]1[CH:7]=[CH:6][CH:5]=[CH:4][CH:3]=1.S1([CH2:14][CH2:13]CC1)(=O)=[O:9].[C]=[O:16].[CH2:17]([OH:19])[CH3:18]>[Cu](I)I>[CH2:13]([N:1]([C:2]1[CH:7]=[CH:6][CH:5]=[CH:4][CH:3]=1)[C:17](=[O:19])[OH:16])[CH3:14].[NH2:1][C:2]([O:19][CH2:17][CH3:18])=[O:9] |f:5.6,^3:14|. Reported procedure: The same autoclave as in Example 10 was charged with 1 g (10.7 m moles) of aniline, 8 g (173.6 m moles) of ethanol, 8 g (66.6 m moles) of sulfolane and 0.48 g (2.52 m moles) of copper iodide. Carbon monoxide and air were put in the autoclave under pressure to adjust their partial pressures to 75 kg/cm2G and 35 kg/cm2G, respectively, and the reaction was carried out at a temperature of 158° C. for 2 hours. Consequently, the urethane (ethyl N-phenylcarbamate) yield based on aniline was 95.8% and t...